From a dataset of the Open Reaction Database (ORD), a public repository of structured organic reaction records. describe an organic reaction: reactants, conditions, products, and yield Product: Cl.C(C1=CC=CC=C1)OCCCOC1=CC=C(C=C1)C1C(CNCC1)C(CC1=CC2=CC=CC=C2C=C1)=O ([(3RS,4SR)-4-[4-(3-benzyloxy-propoxy)-phenyl]-piperidin-3-yl]-2-naphthalen-2-yl-ethanone hydrochloride). Starting materials: Example 22 ( l ), Cl (hydrogen chloride), C(C1=CC=CC=C1)OCCCOC1=CC=C(C=C1)C1C(CN(CC1)C(=O)[O-])C(CC1=CC2=CC=CC=C2C=C1)=O (4-[4-(3-benzyloxy-propoxy)-phenyl]-3-(naphthalen-2-yl-acetyl)-piperidine-1-carboxylate), BOC. Procedure details: In an analogous manner to that described in Example 22 (l), from tert-butyl 3RS,4SR)-4-[4-(3-benzyloxy-propoxy)-phenyl]-3-(naphthalen-2-yl-acetyl)-piperidine-1-carboxylate by cleavage of the BOC protecting group with hydrogen chloride in methanol there was obtained [(3RS,4SR)-4-[4-(3-benzyloxy-propoxy)-phenyl]-piperidin-3-yl]-2-naphthalen-2-yl-ethanone hydrochloride (1:1) in in the form of colourless crystals; MS: 494 (M+H)+. RXN SMILES: [CH2:1]([O:8][CH2:9][CH2:10][CH2:11][O:12][C:13]1[CH:18]=[CH:17][C:16]([CH:19]2[CH2:24][CH2:23][N:22](C([O-])=O)[CH2:21][CH:20]2[C:28](=[O:40])[CH2:29][C:30]2[CH:39]=[CH:38][C:37]3[C:32](=[CH:33][CH:34]=[CH:35][CH:36]=3)[CH:31]=2)=[CH:15][CH:14]=1)[C:2]1[CH:7]=[CH:6][CH:5]=[CH:4][CH:3]=1.[ClH:41]>CO>[ClH:41].[CH2:1]([O:8][CH2:9][CH2:10][CH2:11][O:12][C:13]1[CH:14]=[CH:15][C:16]([CH:19]2[CH2:24][CH2:23][NH:22][CH2:21][CH:20]2[C:28](=[O:40])[CH2:29][C:30]2[CH:39]=[CH:38][C:37]3[C:32](=[CH:33][CH:34]=[CH:35][CH:36]=3)[CH:31]=2)=[CH:17][CH:18]=1)[C:2]1[CH:3]=[CH:4][CH:5]=[CH:6][CH:7]=1 |f:3.4|. Solvent: CO (methanol). Starting materials: CC(=O)OC(C)=O, CN(C)C=O, CN(C)c1ccncc1, O=C1Nc2ccccc2C1C(=O)c1cccs1. Yields the product CC(=O)N1C(=O)C(C(=O)c2cccs2)c2ccccc21. RXN SMILES: [CH3:18][C:19](=[O:20])[O:21][C:22](=[O:23])[CH3:24].[CH3:25][N:26]([CH3:27])[CH:28]=[O:29].[CH3:30][N:31]([c:32]1[cH:33][cH:34][n:35][cH:36][cH:37]1)[CH3:38].[c:1]1([C:6](=[O:7])[CH:8]2[C:9](=[O:17])[NH:10][c:11]3[cH:12][cH:13][cH:14][cH:15][c:16]32)[cH:2][cH:3][cH:4][s:5]1>>[c:1]1([C:6](=[O:7])[CH:8]2[C:9](=[O:17])[N:10]([C:19]([CH3:18])=[O:20])[c:11]3[cH:12][cH:13][cH:14][cH:15][c:16]32)[cH:2][cH:3][cH:4][s:5]1. Starting materials: C(OCC)(OCC)OCC (Triethyl orthoformate), NC=1C=CC(=C(C1)C(C)=O)OC (1-(5-amino-2-methoxyphenyl)ethanone), [N-]=[N+]=[N-].[Na+] (Sodium azide). The solvent is C(C)(=O)O (acetic acid). Reaction conditions: temperature 75 celsius, time 1 hour. The product is COC1=C(C=C(C=C1)N1N=NN=C1)C(C)=O (1-[2-methoxy-5-(1H-tetrazol-1-y1)phenyl]ethanone). Isolated yield 73.7%. As a reaction SMILES: [CH:1](OCC)(OCC)OCC.[NH2:11][C:12]1[CH:13]=[CH:14][C:15]([O:21][CH3:22])=[C:16]([C:18](=[O:20])[CH3:19])[CH:17]=1.[N-:23]=[N+:24]=[N-:25].[Na+]>C(O)(=O)C>[CH3:22][O:21][C:15]1[CH:14]=[CH:13][C:12]([N:11]2[CH:1]=[N:25][N:24]=[N:23]2)=[CH:17][C:16]=1[C:18](=[O:20])[CH3:19] |f:2.3|. Procedure: Triethyl orthoformate (28.79 ml, 25.65 g, 173 mmol) was added to a stirred, heated (80° C.) solution of 1-(5-amino-2-methoxyphenyl)ethanone (8.16 g, 49 mmol) in acetic acid (80 ml) and the mixture was stirred at 75° C. for 1 hour. Sodium azide (9.64 g, 148 mmol) was added in portions over 90 minutes, then the mixture was stirred at 75° C. for 4 hours. The mixture was cooled to room temperature and the solvent was evaporated under reduced pressure. Hydrochloric acid (1M, 100 ml) was added and the... Reactants: Cc1cnc(N2CCN(C(=O)c3ccc(Br)cc3C#N)CC2)c(C)c1, O=C1N=CCO1. Yields the product Cc1cnc(N2CCN(C(=O)c3ccc(N4CCOC4=O)cc3C#N)CC2)c(C)c1. RXN SMILES: [Br:1][c:2]1[cH:3][cH:4][c:5]([C:10](=[O:11])[N:12]2[CH2:13][CH2:14][N:15]([c:18]3[n:19][cH:20][c:21]([CH3:25])[cH:22][c:23]3[CH3:24])[CH2:16][CH2:17]2)[c:6]([C:7]#[N:8])[cH:9]1.[O:26]1[C:27](=[O:31])[N:28]=[CH:29][CH2:30]1>>[c:2]1([N:28]2[C:27](=[O:31])[O:26][CH2:30][CH2:29]2)[cH:3][cH:4][c:5]([C:10](=[O:11])[N:12]2[CH2:13][CH2:14][N:15]([c:18]3[n:19][cH:20][c:21]([CH3:25])[cH:22][c:23]3[CH3:24])[CH2:16][CH2:17]2)[c:6]([C:7]#[N:8])[cH:9]1.